This data is from the Open Reaction Database (ORD), a public repository of structured organic reaction records. The task is: describe an organic reaction: reactants, conditions, products, and yield Starting materials: Cc1nn(-c2ccc(CCNC(=O)Oc3ccccc3)cn2)c(C)c1-c1ccccc1, NS(=O)(=O)c1ccc(Cl)cc1. Yields the product Cc1nn(-c2ccc(CCNC(=O)NS(=O)(=O)c3ccc(Cl)cc3)cn2)c(C)c1-c1ccccc1. As a reaction SMILES: [CH3:1][c:2]1[n:3][n:4](-[c:14]2[cH:15][cH:16][c:17]([CH2:20][CH2:21][NH:22][C:23]([O:24][c:26]3[cH:27][cH:28][cH:29][cH:30][cH:31]3)=[O:25])[cH:18][n:19]2)[c:5]([CH3:13])[c:6]1-[c:7]1[cH:8][cH:9][cH:10][cH:11][cH:12]1.[Cl:32][c:33]1[cH:34][cH:35][c:36]([S:39](=[O:40])(=[O:41])[NH2:42])[cH:37][cH:38]1>>[CH3:1][c:2]1[n:3][n:4](-[c:14]2[cH:15][cH:16][c:17]([CH2:20][CH2:21][NH:22][C:23](=[O:24])[NH:42][S:39]([c:36]3[cH:35][cH:34][c:33]([Cl:32])[cH:38][cH:37]3)(=[O:40])=[O:41])[cH:18][n:19]2)[c:5]([CH3:13])[c:6]1-[c:7]1[cH:8][cH:9][cH:10][cH:11][cH:12]1.